From a dataset of the Open Reaction Database (ORD), a public repository of structured organic reaction records. describe an organic reaction: reactants, conditions, products, and yield Starting materials: [N+](=O)([O-])C1=CC(=NN1)C(=O)O (5-nitro-1H-pyrazole-3-carboxylic acid), CO (MeOH). Yields the product COC(=O)C1=NNC(=C1)[N+](=O)[O-] (3-Methoxycarbonyl-5-nitropyrazole). RXN SMILES: [N+:1]([C:4]1[NH:8][N:7]=[C:6]([C:9]([OH:11])=[O:10])[CH:5]=1)([O-:3])=[O:2].[CH3:12]O>>[CH3:12][O:10][C:9]([C:6]1[CH:5]=[C:4]([N+:1]([O-:3])=[O:2])[NH:8][N:7]=1)=[O:11]. Procedure: A solution of 5-nitro-1H-pyrazole-3-carboxylic acid (17, Aldrich, cat. no. 41,483-2) in MeOH was prepared. While stirring, HCl was bubbled through the solution for 2 min. The reaction mixture was refluxed for a time sufficient for complete esterification and allowed to cool to rt. The solvent was removed by rotary evaporation. The crude material was basified by addition of saturated aqueous NaHCO3 and extracting with EtOAc. The combined organic extracts were dried over MgSO4 and filtered. The fi... Reactants: COC1=CC=C(C(C2=CC=CC=C2)(C2=CC=CC=C2)Cl)C=C1 (4-methoxytrityl chloride), C(CCCCCCCCCCCCC)C=1C=C(OCC(CO)O)C=CC1 (3-(3-tetradecylphenoxy)-1,2-propanediol). Solvent: O1CCCC1 (tetrahydrofuran), N1=CC=CC=C1 (pyridine). Run at time 8 hour. Product: COC1=CC=C(C=C1)C(OCC(COC1=CC(=CC=C1)CCCCCCCCCCCCCC)O)(C1=CC=CC=C1)C1=CC=CC=C1 (1-[(4-Methoxyphenyl)diphenylmethoxy]-3-(3-tetradecylphenoxy)-2-propanol). Isolated yield 89.9%. RXN SMILES: [CH3:1][O:2][C:3]1[CH:22]=[CH:21][C:6]([C:7](Cl)([C:14]2[CH:19]=[CH:18][CH:17]=[CH:16][CH:15]=2)[C:8]2[CH:13]=[CH:12][CH:11]=[CH:10][CH:9]=2)=[CH:5][CH:4]=1.[CH2:23]([C:37]1[CH:38]=[C:39]([CH:46]=[CH:47][CH:48]=1)[O:40][CH2:41][CH:42]([OH:45])[CH2:43][OH:44])[CH2:24][CH2:25][CH2:26][CH2:27][CH2:28][CH2:29][CH2:30][CH2:31][CH2:32][CH2:33][CH2:34][CH2:35][CH3:36]>O1CCCC1.N1C=CC=CC=1>[CH3:1][O:2][C:3]1[CH:22]=[CH:21][C:6]([C:7]([C:14]2[CH:19]=[CH:18][CH:17]=[CH:16][CH:15]=2)([C:8]2[CH:13]=[CH:12][CH:11]=[CH:10][CH:9]=2)[O:44][CH2:43][CH:42]([OH:45])[CH2:41][O:40][C:39]2[CH:46]=[CH:47][CH:48]=[C:37]([CH2:23][CH2:24][CH2:25][CH2:26][CH2:27][CH2:28][CH2:29][CH2:30][CH2:31][CH2:32][CH2:33][CH2:34][CH2:35][CH3:36])[CH:38]=2)=[CH:5][CH:4]=1. Reported procedure: A solution of 25.94 g of 4-methoxytrityl chloride in 15 ml of dry tetrahydrofuran was added to a stirred solution of 21.84 g of 3-(3-tetradecylphenoxy)-1,2-propanediol in 40 ml of pyridine under argon. This mixture was stirred overnight, the solvents removed under reduced pressure and the residue dissolved in chloroform. This solution was washed with saturated aqueous sodium bicarbonate, then water, dried and evaporated, giving 34.3 g of the desired compound. Reactants: CCO, O=[N+]([O-])c1ccc(N2CCOCC2)c(CO)c1, [OH-], [OH-], [Pd+2]. The product is Nc1ccc(N2CCOCC2)c(CO)c1. RXN SMILES: [CH3:18][CH2:19][OH:20].[O:1]1[CH2:2][CH2:3][N:4]([c:7]2[c:8]([CH2:16][OH:17])[cH:9][c:10]([N+:13]([O-:14])=[O:15])[cH:11][cH:12]2)[CH2:5][CH2:6]1.[OH-:21].[OH-:23].[Pd+2:22]>>[O:1]1[CH2:2][CH2:3][N:4]([c:7]2[c:8]([CH2:16][OH:17])[cH:9][c:10]([NH2:13])[cH:11][cH:12]2)[CH2:5][CH2:6]1. Reactants: C(C1=CC=CC=C1)OC1=C(C=CC(=C1)I)N1CC(N(S1(=O)=O)CC[Si](C)(C)C)=O (5-(2-benzyloxy-4-iodophenyl)-1,1-dioxo-2-(2-trimethylsilanylethyl)-1,2,5-thiadiazolidin-3-one), CC1(N=C(OC1=O)C=C)C (4,4-dimethyl-2-vinyl-4H-oxazol-5-one). Product: C(C1=CC=CC=C1)OC1=C(C=CC(=C1)\C=C\C=1OC(C(N1)(C)C)=O)N1CC(N(S1(=O)=O)CC[Si](C)(C)C)=O (5-{2-Benzyloxy-4-[(E)-2-(4,4-dimethyl-5-oxo-4,5-dihydro-oxazol-2-yl)-vinyl]-phenyl}-1,1-dioxo-2-(2-trimethylsilanylethyl)-1,2,5-thiadiazolidin-3-one). Reaction SMILES: [CH2:1]([O:8][C:9]1[CH:14]=[C:13](I)[CH:12]=[CH:11][C:10]=1[N:16]1[S:20](=[O:22])(=[O:21])[N:19]([CH2:23][CH2:24][Si:25]([CH3:28])([CH3:27])[CH3:26])[C:18](=[O:29])[CH2:17]1)[C:2]1[CH:7]=[CH:6][CH:5]=[CH:4][CH:3]=1.[CH3:30][C:31]1([CH3:39])[C:35](=[O:36])[O:34][C:33]([CH:37]=[CH2:38])=[N:32]1>>[CH2:1]([O:8][C:9]1[CH:14]=[C:13](/[CH:38]=[CH:37]/[C:33]2[O:34][C:35](=[O:36])[C:31]([CH3:39])([CH3:30])[N:32]=2)[CH:12]=[CH:11][C:10]=1[N:16]1[S:20](=[O:22])(=[O:21])[N:19]([CH2:23][CH2:24][Si:25]([CH3:28])([CH3:27])[CH3:26])[C:18](=[O:29])[CH2:17]1)[C:2]1[CH:7]=[CH:6][CH:5]=[CH:4][CH:3]=1. Procedure: The title compound is prepared using 5-(2-benzyloxy-4-iodophenyl)-1,1-dioxo-2-(2-trimethylsilanylethyl)-1,2,5-thiadiazolidin-3-one and 4,4-dimethyl-2-vinyl-4H-oxazol-5-one analogous to Example 108, step A. The reactants are CC1CN(c2nc3ccccc3n2C)CC(C)N1, O=C(NCc1ccc(F)cc1)C1(CCCCBr)c2ccccc2-c2ccccc21. The product is CC1CN(c2nc3ccccc3n2C)CC(C)N1CCCCC1(C(=O)NCc2ccc(F)cc2)c2ccccc2-c2ccccc21. As a reaction SMILES: [CH3:30][CH:31]1[CH2:32][N:33]([c:38]2[n:39][c:40]3[c:41]([n:42]2[CH3:43])[cH:44][cH:45][cH:46][cH:47]3)[CH2:34][CH:35]([CH3:37])[NH:36]1.[F:1][c:2]1[cH:3][cH:4][c:5]([CH2:6][NH:7][C:8](=[O:9])[C:10]2([CH2:23][CH2:24][CH2:25][CH2:26][Br:27])[c:11]3[cH:12][cH:13][cH:14][cH:15][c:16]3-[c:17]3[cH:18][cH:19][cH:20][cH:21][c:22]32)[cH:28][cH:29]1>>[F:1][c:2]1[cH:3][cH:4][c:5]([CH2:6][NH:7][C:8](=[O:9])[C:10]2([CH2:23][CH2:24][CH2:25][CH2:26][N:36]3[CH:31]([CH3:30])[CH2:32][N:33]([c:38]4[n:39][c:40]5[c:41]([n:42]4[CH3:43])[cH:44][cH:45][cH:46][cH:47]5)[CH2:34][CH:35]3[CH3:37])[c:11]3[cH:12][cH:13][cH:14][cH:15][c:16]3-[c:17]3[cH:18][cH:19][cH:20][cH:21][c:22]32)[cH:28][cH:29]1. Starting materials: CC(C)(C)OC(=O)CC(CCCC1CCCCC1)c1nc(CN)no1, O=S(=O)(Cl)c1cccnc1. The product is CC(C)(C)OC(=O)CC(CCCC1CCCCC1)c1nc(CNS(=O)(=O)c2cccnc2)no1. As a reaction SMILES: [NH2:1][CH2:2][c:3]1[n:4][o:5][c:6]([CH:8]([CH2:9][C:10](=[O:11])[O:12][C:13]([CH3:14])([CH3:15])[CH3:16])[CH2:17][CH2:18][CH2:19][CH:20]2[CH2:21][CH2:22][CH2:23][CH2:24][CH2:25]2)[n:7]1.[n:26]1[cH:27][c:28]([S:32](=[O:33])(=[O:34])[Cl:35])[cH:29][cH:30][cH:31]1>>[NH:1]([CH2:2][c:3]1[n:4][o:5][c:6]([CH:8]([CH2:9][C:10](=[O:11])[O:12][C:13]([CH3:14])([CH3:15])[CH3:16])[CH2:17][CH2:18][CH2:19][CH:20]2[CH2:21][CH2:22][CH2:23][CH2:24][CH2:25]2)[n:7]1)[S:32]([c:28]1[cH:27][n:26][cH:31][cH:30][cH:29]1)(=[O:33])=[O:34]. Starting materials: CCN(CC)S(F)(F)F, CCOCC, ClC(Cl)Cl, OC(Cc1ccc(Cl)cc1)(Cn1cncn1)Cn1cncn1, O. The product is FC(Cc1ccc(Cl)cc1)(Cn1cncn1)Cn1cncn1. Reaction SMILES: [CH2:23]([N:24]([S:25]([F:26])([F:27])[F:29])[CH2:28][CH3:30])[CH3:31].[CH3:33][CH2:34][O:35][CH2:36][CH3:37].[CH:38]([Cl:39])([Cl:40])[Cl:41].[Cl:1][c:2]1[cH:3][cH:4][c:5]([CH2:6][C:7]([CH2:8][n:9]2[n:10][cH:11][n:12][cH:13]2)([CH2:14][n:15]2[n:16][cH:17][n:18][cH:19]2)[OH:20])[cH:21][cH:22]1.[OH2:32]>>[Cl:1][c:2]1[cH:3][cH:4][c:5]([CH2:6][C:7]([CH2:8][n:9]2[n:10][cH:11][n:12][cH:13]2)([CH2:14][n:15]2[n:16][cH:17][n:18][cH:19]2)[F:29])[cH:21][cH:22]1.